Dataset: the Open Reaction Database (ORD), a public repository of structured organic reaction records. Task: describe an organic reaction: reactants, conditions, products, and yield Starting materials: CC(=CCOC1=CC=C(C(=O)OC)C=C1)C (Methyl 4-(3-methylbut-2-enyloxy)benzoate), C(C)N(C1=CC=CC=C1)CC (N,N-diethylaniline), C/C(=N\[Si](C)(C)C)/O[Si](C)(C)C (N,O-bis(trimethylsilyl)acetamide). The solvent is CCOCC (Ether). Conditions: temperature 210 celsius, time 30 minute. Yields the product OC1=C(C=C(C(=O)OC)C=C1)C(C)(C=C)C (Methyl 4-hydroxy-3-(2-methylbut-3-en-2-yl)benzoate). Isolated yield 25.0%. Reaction SMILES: CC(C)=CC[O:5][C:6]1[CH:15]=[CH:14][C:9]([C:10]([O:12][CH3:13])=[O:11])=[CH:8][CH:7]=1.C(N(CC)[C:20]1[CH:25]=[CH:24][CH:23]=CC=1)C.[CH3:28]/C(/O[Si](C)(C)C)=N\[Si](C)(C)C>CCOCC>[OH:5][C:6]1[CH:7]=[CH:8][C:9]([C:10]([O:12][CH3:13])=[O:11])=[CH:14][C:15]=1[C:24]([CH3:28])([CH:25]=[CH2:20])[CH3:23]. Reported procedure: The reaction mixture of T45.1 (1.2 g, 5.0 mmol), N,N-diethylaniline (3.0 mL, 16 mmol) and N,O-bis(trimethylsilyl)acetamide (2.0 mL, 8 mmol) in a 15 mL sealed tube was heated at 210° C. for 48 hours. Ether (60 mL) was added, and the mixture was washed over HCl (3N in water, 20 mL). The organic layer was separated, and the solvent was removed. The residue was dissolved in MeOH (10 mL) and HCl (3N in water, 2 mL) and was stirred at room temperature for 30 minutes. Ether (80 mL) was added, and the m... Starting materials: CC[Mg+].[Br-] (EtMgBr), BrC1=CN=CN1C (5-bromo-1-methyl-1H-imidazole), CON(C(C1=CC(=C(C=C1)[N+](=O)[O-])C)=O)C (N-methoxy-N,3-dimethyl-4-nitrobenzamide), Intermediate 14. Run in C(Cl)Cl (DCM), C(Cl)Cl (DCM). Run at time 10 minute. The product is CN1C=NC=C1C(=O)C1=CC(=C(C=C1)[N+](=O)[O-])C ((1-Methyl-1H-imidazol-5-yl)(3-methyl-4-nitrophenyl)methanone). RXN SMILES: CC[Mg+].[Br-].Br[C:6]1[N:10]([CH3:11])[CH:9]=[N:8][CH:7]=1.CON(C)[C:15](=[O:26])[C:16]1[CH:21]=[CH:20][C:19]([N+:22]([O-:24])=[O:23])=[C:18]([CH3:25])[CH:17]=1>C(Cl)Cl>[CH3:11][N:10]1[C:6]([C:15]([C:16]2[CH:21]=[CH:20][C:19]([N+:22]([O-:24])=[O:23])=[C:18]([CH3:25])[CH:17]=2)=[O:26])=[CH:7][N:8]=[CH:9]1 |f:0.1|. Procedure: A solution of EtMgBr (3.0 M in diethylether, 15.1 mL, 45.2 mmol) was added dropwise, to a solution of 5-bromo-1-methyl-1H-imidazole (7.28 g, 45.2 mmol) in dry DCM (40 mL) at 0° C. and stirred for 10 minutes. The mixture was then stirred at room temperature for 30 minutes, cooled in an ice-brine bath and N-methoxy-N,3-dimethyl-4-nitrobenzamide (8.45 g, 37.7 mmol, Intermediate 14: step a) dissolved in 22 mL of DCM was added dropwise. A dark brown solid mass formed. The ice bath was removed and mix... The reactants are Cl (hydrogen chloride), [Cl-].C(C)(C)[NH2+]CCCCC(C1=C(C=CC=C1)C1=CC=CC=C1)C(=O)N (N-isopropyl-5-aminocarbonyl-5-(1,1'-biphenyl-2-yl)pentylaminium chloride). The solvent is C(C)OCC (diethyl ether). The product is C(C)(C)NCCCCC(C1=C(C=CC=C1)C1=CC=CC=C1)C(=O)N (N-Isopropyl-5-aminocarbonyl-5-(1,1'-biphenyl-2-yl)pentylamine). Reaction SMILES: Cl.[Cl-].[CH:3]([NH2+:6][CH2:7][CH2:8][CH2:9][CH2:10][CH:11]([C:24]([NH2:26])=[O:25])[C:12]1[CH:17]=[CH:16][CH:15]=[CH:14][C:13]=1[C:18]1[CH:23]=[CH:22][CH:21]=[CH:20][CH:19]=1)([CH3:5])[CH3:4]>C(OCC)C>[CH:3]([NH:6][CH2:7][CH2:8][CH2:9][CH2:10][CH:11]([C:24]([NH2:26])=[O:25])[C:12]1[CH:17]=[CH:16][CH:15]=[CH:14][C:13]=1[C:18]1[CH:23]=[CH:22][CH:21]=[CH:20][CH:19]=1)([CH3:5])[CH3:4] |f:1.2|. Reported procedure: A solution of 4.9 g. of N-isopropyl-5-cyano-5-(1,1'-biphenyl-2-yl)pentylaminium chloride in 18.0 g. of conc. sulfuric acid containing 2.0 g. of water was heated at 100° C. for three hours. After cooling the reaction mixture to 5° C., the mixture was made alkaline by the addition of 10% sodium hydroxide. The alkaline solution was extracted several times with diethyl ether, and the ethereal extracts were combined, washed with water, dried, and the solvent was removed by evaporation to provide the ... The reactants are CCOC(C)=O, OCC1CCc2ccc3[nH]c(C(F)(F)F)nc3c2O1, Cc1ccc(S(=O)(=O)Cl)cc1, c1ccncc1. Yields the product Cc1ccc(S(=O)(=O)OCC2CCc3ccc4[nH]c(C(F)(F)F)nc4c3O2)cc1. As a reaction SMILES: [CH3:37][CH2:38][O:39][C:40](=[O:41])[CH3:42].[F:1][C:2]([c:3]1[nH:4][c:5]2[c:6]([c:7]3[c:12]([cH:13][cH:14]2)[CH2:11][CH2:10][CH:9]([CH2:15][OH:16])[O:8]3)[n:17]1)([F:18])[F:19].[c:20]1([CH3:30])[cH:21][cH:22][c:23]([S:26](=[O:27])(=[O:28])[Cl:29])[cH:24][cH:25]1.[cH:31]1[cH:32][cH:33][n:34][cH:35][cH:36]1>>[F:1][C:2]([c:3]1[nH:4][c:5]2[c:6]([c:7]3[c:12]([cH:13][cH:14]2)[CH2:11][CH2:10][CH:9]([CH2:15][O:16][S:26]([c:23]2[cH:22][cH:21][c:20]([CH3:30])[cH:25][cH:24]2)(=[O:27])=[O:28])[O:8]3)[n:17]1)([F:18])[F:19]. Starting materials: COc1ccc(B(O)O)cn1, CCOC(C)=O, O=c1ccc(Br)cn1Cc1ccc(Cl)cc1F, [K+], [K+], [K+], C1COCCO1, O=P([O-])([O-])[O-], c1ccc(P(c2ccccc2)(c2ccccc2)[Pd](P(c2ccccc2)(c2ccccc2)c2ccccc2)(P(c2ccccc2)(c2ccccc2)c2ccccc2)P(c2ccccc2)(c2ccccc2)c2ccccc2)cc1. The product is COc1ccc(-c2ccc(=O)n(Cc3ccc(Cl)cc3F)c2)cn1. As a reaction SMILES: [CH3:18][O:19][c:20]1[cH:21][cH:22][c:23]([B:26]([OH:27])[OH:28])[cH:24][n:25]1.[CH3:43][CH2:44][O:45][C:46]([CH3:47])=[O:48].[Cl:1][c:2]1[cH:3][c:4]([F:17])[c:5]([CH2:6][n:7]2[c:8](=[O:14])[cH:9][cH:10][c:11]([Br:13])[cH:12]2)[cH:15][cH:16]1.[K+:40].[K+:41].[K+:42].[O:29]1[CH2:30][CH2:31][O:32][CH2:33][CH2:34]1.[P:35]([O-:36])([O-:37])([O-:38])=[O:39].[cH:49]1[cH:50][cH:51][c:52]([P:53]([Pd:54]([P:55]([c:56]2[cH:57][cH:58][cH:59][cH:60][cH:61]2)([c:62]2[cH:63][cH:64][cH:65][cH:66][cH:67]2)[c:68]2[cH:69][cH:70][cH:71][cH:72][cH:73]2)([P:74]([c:75]2[cH:76][cH:77][cH:78][cH:79][cH:80]2)([c:81]2[cH:82][cH:83][cH:84][cH:85][cH:86]2)[c:87]2[cH:88][cH:89][cH:90][cH:91][cH:92]2)[P:93]([c:94]2[cH:95][cH:96][cH:97][cH:98][cH:99]2)([c:100]2[cH:101][cH:102][cH:103][cH:104][cH:105]2)[c:106]2[cH:107][cH:108][cH:109][cH:110][cH:111]2)([c:112]2[cH:113][cH:114][cH:115][cH:116][cH:117]2)[c:118]2[cH:119][cH:120][cH:121][cH:122][cH:123]2)[cH:124][cH:125]1>>[Cl:1][c:2]1[cH:3][c:4]([F:17])[c:5]([CH2:6][n:7]2[c:8](=[O:14])[cH:9][cH:10][c:11](-[c:23]3[cH:22][cH:21][c:20]([O:19][CH3:18])[n:25][cH:24]3)[cH:12]2)[cH:15][cH:16]1. Reactants: FC(C1C(NC(NC1)=O)=O)(F)F (5-trifluoromethyldihydrouracil), alpha-trifluoroacrylonitrile, Br (hydrogen bromide), FC(C(C)=O)(F)F (trifluoroacetone), cyanohydrin. The solvent is CO (methanol). The product is BrCC(C(=O)N)C(F)(F)F (beta-bromo-alpha-trifluoromethylpropionamide). RXN SMILES: [F:1][C:2]([F:12])([F:11])[CH:3]1[CH2:8]NC(=O)[NH:5][C:4]1=[O:10].FC(F)(F)C(=O)C.[BrH:20]>CO>[Br:20][CH2:8][CH:3]([C:2]([F:12])([F:11])[F:1])[C:4]([NH2:5])=[O:10]. Reported procedure: One conventional method for synthesizing 5-trifluoromethyldihydrouracil comprises converting trifluoroacetone to cyanohydrin, acetylating the product, heat-decomposing the acetylated product, reacting the resulting alpha-trifluoroacrylonitrile with hydrogen bromide in methanol to form beta-bromo-alpha-trifluoromethylpropionamide, reacting the amide with urea or acetylurea, and cyclizing the resulting compound in hydrochloric acid [C. Heidelberger, D. G. Parsons and D. C. Remy, J. Med. Chem., 7, ... Starting materials: O (Water), C(CCC)[Li] (n-Butyllithium), CN1C=NC=C1 (1-methyl-1H-imidazole), N(=NC(=O)OC(C)(C)C)C(=O)OC(C)(C)C (di-tert-Butyl diazene-1,2-dicarboxylate). Solvent: C1CCOC1 (THF), C1CCOC1 (THF). Reaction conditions: temperature -70 celsius, time 10 minute. The product is CN1C(=NC=C1)N(NC(=O)OC(C)(C)C)C(=O)OC(C)(C)C (di-tert-Butyl 1-(1-methyl-1H-imidazol-2-yl)hydrazine-1,2-dicarboxylate). Yield: 59.5%. RXN SMILES: C([Li])CCC.[CH3:6][N:7]1[CH:11]=[CH:10][N:9]=[CH:8]1.[N:12]([C:21]([O:23][C:24]([CH3:27])([CH3:26])[CH3:25])=[O:22])=[N:13][C:14]([O:16][C:17]([CH3:20])([CH3:19])[CH3:18])=[O:15].O>C1COCC1>[CH3:6][N:7]1[CH:11]=[CH:10][N:9]=[C:8]1[N:12]([C:21]([O:23][C:24]([CH3:27])([CH3:26])[CH3:25])=[O:22])[NH:13][C:14]([O:16][C:17]([CH3:18])([CH3:19])[CH3:20])=[O:15]. Reported procedure: n-Butyllithium (1.6M in hexane, 20.76 mL, 33.22 mmol) was added dropwise to 1-methyl-1H-imidazole (CAS no. 616-47-7) (3 g, 36.54 mmol), in THF (10 mL) cooled to −70° C. over a period of 10 minutes under nitrogen. The resulting solution was stirred at −70° C. for 10 minutes. di-tert-Butyl diazene-1,2-dicarboxylate (CAS no. 870-50-8) (7.65 g, 33.22 mmol) in THF (6 ml) added dropwise over 10 minutes, not allowing the solution to rise above −65° C. After the addition was complete the solution was al... Starting materials: Cc1ccccc1O, FC(F)(F)c1ccc(CBr)cc1, [K+], [K+], O=C([O-])[O-], CN(C)C=O, O. Yields the product Cc1ccccc1OCc1ccc(C(F)(F)F)cc1. RXN SMILES: [CH3:1][c:2]1[cH:3][cH:4][cH:5][cH:6][c:7]1[OH:8].[F:15][C:16]([c:17]1[cH:18][cH:19][c:20]([CH2:21][Br:22])[cH:23][cH:24]1)([F:25])[F:26].[K+:10].[K+:9].[O-:11][C:12]([O-:13])=[O:14].[O:28]=[CH:29][N:30]([CH3:31])[CH3:32].[OH2:27]>>[CH3:1][c:2]1[cH:3][cH:4][cH:5][cH:6][c:7]1[O:8][CH2:21][c:20]1[cH:19][cH:18][c:17]([C:16]([F:15])([F:25])[F:26])[cH:24][cH:23]1.